From a dataset of the Open Reaction Database (ORD), a public repository of structured organic reaction records. describe an organic reaction: reactants, conditions, products, and yield Reactants: NC=1C=C2C=3CC(CCC3NC2=CC1)N(C)C (6-amino-3-(dimethyl)amino-1,2,3,4-tetrahydro-9H-carbazole), C(C)(=O)C1=CC=C(C(=O)O)C=C1 (4-acetylbenzoic acid). Product: C(C)(=O)C1=CC=C(C(=O)NC=2C=C3C=4CC(CCC4NC3=CC2)N(C)C)C=C1 (6-(4-acetylbenzoyl)amino-3-(dimethyl)amino-1,2,3,4-tetrahydro-9H-carbazole). The yield is 51.9%. RXN SMILES: [NH2:1][C:2]1[CH:3]=[C:4]2[C:12](=[CH:13][CH:14]=1)[NH:11][C:10]1[CH2:9][CH2:8][CH:7]([N:15]([CH3:17])[CH3:16])[CH2:6][C:5]2=1.[C:18]([C:21]1[CH:29]=[CH:28][C:24]([C:25](O)=[O:26])=[CH:23][CH:22]=1)(=[O:20])[CH3:19]>>[C:18]([C:21]1[CH:29]=[CH:28][C:24]([C:25]([NH:1][C:2]2[CH:3]=[C:4]3[C:12](=[CH:13][CH:14]=2)[NH:11][C:10]2[CH2:9][CH2:8][CH:7]([N:15]([CH3:17])[CH3:16])[CH2:6][C:5]3=2)=[O:26])=[CH:23][CH:22]=1)(=[O:20])[CH3:19]. Reported procedure: Beginning with 9.2 mg (0.040 mMol) 6-amino-3-(dimethyl)amino-1,2,3,4-tetrahydro-9H-carbazole and 16.6 mg (0.101 mMol) 4-acetylbenzoic acid, 7.8 mg (52%) of the title compound were recovered as a beige solid.